This data is from the Open Reaction Database (ORD), a public repository of structured organic reaction records. The task is: describe an organic reaction: reactants, conditions, products, and yield Reactants: BrC=1C=CC(=C(C(=O)O)C1)NC=C[N+](=O)[O-] (5-Bromo-2-(2-nitrovinylamino)benzoic acid), Compound, C(C)(=O)[O-].[K+] (potassium acetate), C(C)(=O)OC(C)=O (acetic anhydride). Product: BrC=1C=C2C(=C(C=NC2=CC1)[N+](=O)[O-])O (6-Bromo-3-nitroquinolin-4-ol). As a reaction SMILES: [Br:1][C:2]1[CH:3]=[CH:4][C:5]([NH:11][CH:12]=[CH:13][N+:14]([O-:16])=[O:15])=[C:6]([CH:10]=1)[C:7](O)=[O:8].C([O-])(=O)C.[K+].C(OC(=O)C)(=O)C>>[Br:1][C:2]1[CH:10]=[C:6]2[C:5](=[CH:4][CH:3]=1)[N:11]=[CH:12][C:13]([N+:14]([O-:16])=[O:15])=[C:7]2[OH:8] |f:1.2|. Reported procedure: 5-Bromo-2-(2-nitrovinylamino)benzoic acid (Compound of step 1, 25 g, 87 mmol) and potassium acetate (10.5 g, 104 mmol) in acetic anhydride (112 mL, 1185 mmol) were stirred for 3 hours at 120° C. The precipitate was filtered, and washed with acetic acid till the filtrate was colorless. It was further washed with water and dried to obtain the title compound. Yield: 15 g (64%); 1H NMR (CDCl3, 500 MHz): δ 9.275 (s, 1H), 8.611-8.615 (d, 1H, J=2 Hz), 8.100-8.118 (d, 1H, J=9 Hz), 8.026-8.048 (dd, 1H, J... Reactants: ClC=1N=C(C2=C(N1)SC(=C2)CN2CCC(CC2)C(=O)N(C)C)N2CCOCC2 (1-((2-Chloro-4-morpholinothieno[2,3-d]pyrimidin-6-yl)methyl)-N,N-dimethylpiperidine-4-carboxamide), N1=CN=CC(=C1)B(O)O (pyrimidine-5-boronic acid). Yields the product CN(C(=O)C1CCN(CC1)CC1=CC2=C(N=C(N=C2N2CCOCC2)C=2C=NC=NC2)S1)C (N,N-dimethyl-1-((4-morpholino-2-(pyrimidin-5-yl)thieno[2,3-d]pyrimidin-6-yl)methyl)piperidine-4-carboxamide). RXN SMILES: Cl[C:2]1[N:3]=[C:4]([N:23]2[CH2:28][CH2:27][O:26][CH2:25][CH2:24]2)[C:5]2[CH:10]=[C:9]([CH2:11][N:12]3[CH2:17][CH2:16][CH:15]([C:18]([N:20]([CH3:22])[CH3:21])=[O:19])[CH2:14][CH2:13]3)[S:8][C:6]=2[N:7]=1.[N:29]1[CH:34]=[C:33](B(O)O)[CH:32]=[N:31][CH:30]=1>>[CH3:21][N:20]([CH3:22])[C:18]([CH:15]1[CH2:16][CH2:17][N:12]([CH2:11][C:9]2[S:8][C:6]3[N:7]=[C:2]([C:33]4[CH:34]=[N:29][CH:30]=[N:31][CH:32]=4)[N:3]=[C:4]([N:23]4[CH2:28][CH2:27][O:26][CH2:25][CH2:24]4)[C:5]=3[CH:10]=2)[CH2:13][CH2:14]1)=[O:19]. Procedure details: 1-((2-Chloro-4-morpholinothieno[2,3-d]pyrimidin-6-yl)methyl)-N,N-dimethylpiperidine-4-carboxamide was reacted with pyrimidine-5-boronic acid in General Procedure A. Purification on silica yielded 267. NMR (CDCl3): 1.71-1.4 (m, 2H, CH2), 1.9-1.99 (m, 2H, CH2), 2.14-2.20 (m, 2H, CH2), 2.52-2.57 (m, H, CH), 2.97 (s, H, CH3), 3.04-3.07 (m, 5H, CH3+CH2), 3.80 (s, 2H, CH2), 3.91-3.93 (m, 4H, 2×CH2), 3.98-4.02 (m, 4H, 2×CH2), 7.19 (s, H, ArH), 9.29 (s, H, ArH), 9.70 (s, 2H, 2×ArH). MS: (ESI+): MH+=468.... The reactants are BrC1=CN(C=2N=CN=C(C21)N[C@@H](C)C2=NN1C(C(N2C2=CC=CC=C2)=O)=C(C=C1)C)COCC[Si](C)(C)C ((S)-2-(1-((5-Bromo-7-((2-(trimethylsilyl)ethoxy)methyl)-7H-pyrrolo[2,3-d]pyrimidin-4-yl)amino)ethyl)-5-methyl-3-phenylpyrrolo[2,1-f][1,2,4]triazin-4(3H)-one), [Si](C)(C)(C(C)(C)C)OCCCN1N=CC(=C1)B1OC(C(O1)(C)C)(C)C (1-(3-(tert-butyldimethylsilyloxy)propyl)-4-(4,4,5,5-tetramethyl-1,3,2-dioxaborolan-2-yl)-1H-pyrazole), tetrakistriphenylphosphine palladium, C([O-])([O-])=O.[Na+].[Na+] (sodium carbonate), C([O-])([O-])=O.[K+].[K+] (potassium carbonate). Run in CN(C)C=O (DMF). Run at temperature 100 celsius, time 3 hour. The product is [Si](C)(C)(C(C)(C)C)OCCCN1N=CC(=C1)C1=CN(C=2N=CN=C(C21)N[C@@H](C)C2=NN1C(C(N2C2=CC=CC=C2)=O)=C(C=C1)C)COCC[Si](C)(C)C ((S)-2-(1-((5-(1-(3-((tert-Butyldimethylsilyl)oxy)propyl)-1H-pyrazol-4-yl)-7-((2-(trimethylsilyl)ethoxy)methyl)-7H-pyrrolo[2,3-d]pyrimidin-4-yl)amino)ethyl)-5-methyl-3-phenylpyrrolo[2,1-f][1,2,4]triazin-4(3H)-one). Isolated yield 82.2%. As a reaction SMILES: Br[C:2]1[C:10]2[C:9]([NH:11][C@H:12]([C:14]3[N:19]([C:20]4[CH:25]=[CH:24][CH:23]=[CH:22][CH:21]=4)[C:18](=[O:26])[C:17]4=[C:27]([CH3:30])[CH:28]=[CH:29][N:16]4[N:15]=3)[CH3:13])=[N:8][CH:7]=[N:6][C:5]=2[N:4]([CH2:31][O:32][CH2:33][CH2:34][Si:35]([CH3:38])([CH3:37])[CH3:36])[CH:3]=1.[Si:39]([O:46][CH2:47][CH2:48][CH2:49][N:50]1[CH:54]=[C:53](B2OC(C)(C)C(C)(C)O2)[CH:52]=[N:51]1)([C:42]([CH3:45])([CH3:44])[CH3:43])([CH3:41])[CH3:40].C(=O)([O-])[O-].[Na+].[Na+].C(=O)([O-])[O-].[K+].[K+]>CN(C=O)C>[Si:39]([O:46][CH2:47][CH2:48][CH2:49][N:50]1[CH:54]=[C:53]([C:2]2[C:10]3[C:9]([NH:11][C@H:12]([C:14]4[N:19]([C:20]5[CH:25]=[CH:24][CH:23]=[CH:22][CH:21]=5)[C:18](=[O:26])[C:17]5=[C:27]([CH3:30])[CH:28]=[CH:29][N:16]5[N:15]=4)[CH3:13])=[N:8][CH:7]=[N:6][C:5]=3[N:4]([CH2:31][O:32][CH2:33][CH2:34][Si:35]([CH3:38])([CH3:37])[CH3:36])[CH:3]=2)[CH:52]=[N:51]1)([C:42]([CH3:45])([CH3:43])[CH3:44])([CH3:40])[CH3:41] |f:2.3.4,5.6.7|. Procedure details: (S)-2-(1-((5-Bromo-7-((2-(trimethylsilyl)ethoxy)methyl)-7H-pyrrolo[2,3-d]pyrimidin-4-yl)amino)ethyl)-5-methyl-3-phenylpyrrolo[2,1-f][1,2,4]triazin-4(3H)-one (120 mg, 0.2 mmol) was treated with 1-(3-(tert-butyldimethylsilyloxy)propyl)-4-(4,4,5,5-tetramethyl-1,3,2-dioxaborolan-2-yl)-1H-pyrazole (180 mg, 0.49 mmol), tetrakistriphenylphosphine palladium (72 mg, 0.06 mmol) and aqueous solution of sodium carbonate (2M, 250 μl, 0.5 mmol) in DMF (3 ml). The reaction mixture was submitted at vacuum-argon... Starting materials: ClC1=C(OC2CN(C2)C(=O)Cl)C=CC(=C1)C(F)(F)F (3-[2-chloro-4-(trifluoromethyl)phenoxy]-1-azetidinecarbonyl chloride), CNC (dimethylamine). Solvent: O (water), O1CCCC1 (tetrahydrofuran). Run at time 16 hour. The product is ClC1=C(OC2CN(C2)C(=O)N(C)C)C=CC(=C1)C(F)(F)F (3-[2-Chloro-4-(trifluoromethyl)phenoxy]-N,N-dimethyl-1-azetidinecarboxamide). The yield is 83.3%. RXN SMILES: [Cl:1][C:2]1[CH:15]=[C:14]([C:16]([F:19])([F:18])[F:17])[CH:13]=[CH:12][C:3]=1[O:4][CH:5]1[CH2:8][N:7]([C:9](Cl)=[O:10])[CH2:6]1.[CH3:20][NH:21][CH3:22]>O1CCCC1.O>[Cl:1][C:2]1[CH:15]=[C:14]([C:16]([F:19])([F:18])[F:17])[CH:13]=[CH:12][C:3]=1[O:4][CH:5]1[CH2:8][N:7]([C:9]([N:21]([CH3:22])[CH3:20])=[O:10])[CH2:6]1. Procedure details: A stirred solution of 5 g (0.016 mol) of 3-[2-chloro-4-(trifluoromethyl)phenoxy]-1-azetidinecarbonyl chloride in 20 ml of tetrahydrofuran was treated with 5.5 ml (0.048 mol) of 40% aqueous dimethylamine. After stirring for 16 h, the reaction mixture was diluted with 200 ml of water and the solid which precipitated was collected by filtration (4.8 g). The crude product was crystallized from benzene/ligroin to yield 4.3 g (83.3%) of fine white crystals, mp 106°-108° C. Reactants: ClCCBr, Cl, [K+], [K+], [Na+], O=C([O-])[O-], CN(C)C=O, [OH-], Cc1ccc(C(=O)O)cc1-n1cnc2ccc(O)cc2c1=O. Yields the product Cc1ccc(C(=O)O)cc1-n1cnc2ccc(OCCCl)cc2c1=O. Reaction SMILES: [Cl:29][CH2:30][CH2:31][Br:32].[ClH:35].[K+:23].[K+:24].[Na+:34].[O-:25][C:26]([O-:27])=[O:28].[O:36]=[CH:37][N:38]([CH3:39])[CH3:40].[OH-:33].[OH:1][c:2]1[cH:3][c:4]2[c:5](=[O:22])[n:6](-[c:12]3[cH:13][c:14]([C:15](=[O:16])[OH:17])[cH:18][cH:19][c:20]3[CH3:21])[cH:7][n:8][c:9]2[cH:10][cH:11]1>>[O:1]([c:2]1[cH:3][c:4]2[c:5](=[O:22])[n:6](-[c:12]3[cH:13][c:14]([C:15](=[O:16])[OH:17])[cH:18][cH:19][c:20]3[CH3:21])[cH:7][n:8][c:9]2[cH:10][cH:11]1)[CH2:31][CH2:30][Cl:29].